From a dataset of the Open Reaction Database (ORD), a public repository of structured organic reaction records. describe an organic reaction: reactants, conditions, products, and yield Starting materials: CS(C)=O, [Cl-], ClCCl, [NH4+], OCC1(CCCc2ccccc2)CCC2(CC1)OCCO2. Product: O=CC1(CCCc2ccccc2)CCC2(CC1)OCCO2. As a reaction SMILES: [CH3:27][S:28]([CH3:29])=[O:30].[Cl-:22].[Cl:24][CH2:25][Cl:26].[NH4+:23].[c:1]1([CH2:7][CH2:8][CH2:9][C:10]2([CH2:20][OH:21])[CH2:11][CH2:12][C:13]3([O:14][CH2:15][CH2:16][O:17]3)[CH2:18][CH2:19]2)[cH:2][cH:3][cH:4][cH:5][cH:6]1>>[c:1]1([CH2:7][CH2:8][CH2:9][C:10]2([CH:20]=[O:21])[CH2:11][CH2:12][C:13]3([O:14][CH2:15][CH2:16][O:17]3)[CH2:18][CH2:19]2)[cH:2][cH:3][cH:4][cH:5][cH:6]1. Reactants: CCN=C=NCCCN(C)C, ClCCl, Cl, COc1cc(N)c(Cl)cc1C(=O)O, N#Cc1ccc(CN2CCOC(CN)C2)cc1. Yields the product COc1cc(N)c(Cl)cc1C(=O)NCC1CN(Cc2ccc(C#N)cc2)CCO1. As a reaction SMILES: [CH2:32]([N:33]=[C:34]=[N:35][CH2:36][CH2:37][CH2:38][N:39]([CH3:40])[CH3:41])[CH3:42].[Cl:43][CH2:44][Cl:45].[ClH:31].[NH2:18][c:19]1[cH:20][c:21]([O:29][CH3:30])[c:22]([C:23](=[O:24])[OH:25])[cH:26][c:27]1[Cl:28].[NH2:1][CH2:2][CH:3]1[O:4][CH2:5][CH2:6][N:7]([CH2:9][c:10]2[cH:11][cH:12][c:13]([C:16]#[N:17])[cH:14][cH:15]2)[CH2:8]1>>[NH:1]([CH2:2][CH:3]1[O:4][CH2:5][CH2:6][N:7]([CH2:9][c:10]2[cH:11][cH:12][c:13]([C:16]#[N:17])[cH:14][cH:15]2)[CH2:8]1)[C:23]([c:22]1[c:21]([O:29][CH3:30])[cH:20][c:19]([NH2:18])[c:27]([Cl:28])[cH:26]1)=[O:24]. Reactants: C=CCCCO, Clc1nsnc1-c1cccnc1, [H-], [Na+], C1CCOC1, O. Yields the product C=CCCCOc1nsnc1-c1cccnc1. As a reaction SMILES: [CH2:1]([CH2:2][CH2:3][CH:4]=[CH2:5])[OH:6].[Cl:9][c:10]1[n:11][s:12][n:13][c:14]1-[c:15]1[cH:16][n:17][cH:18][cH:19][cH:20]1.[H-:7].[Na+:8].[O:22]1[CH2:23][CH2:24][CH2:25][CH2:26]1.[OH2:21]>>[CH2:1]([CH2:2][CH2:3][CH:4]=[CH2:5])[O:6][c:10]1[n:11][s:12][n:13][c:14]1-[c:15]1[cH:16][n:17][cH:18][cH:19][cH:20]1. The reactants are ( c ), ( d ), C(C)OC(=O)C=1C(=C2C(=CN1)N(C(=C2Br)Br)CC2=CC=C(C=C2)F)O (2,3-dibromo-1-(4-fluoro-benzyl)-4-hydroxy-1H-pyrrolo[2,3-c]pyridine-5-carboxylic acid ethyl ester), C(C)OC(=O)C1=C(NC=C1)C (2-methyl-1H-pyrrole-3-carboxylic acid ethyl ester), FC1=C(CBr)C=CC=C1 (2-fluorobenzyl bromide). The product is C(C)OC(=O)C=1C(=C2C(=CN1)N(C(=C2Br)Br)CC2=C(C=CC=C2)F)O (2,3-Dibromo-1-(2-fluoro-benzyl)-4-hydroxy-1H-pyrrolo[2,3-c]pyridine-5-carboxylic acid ethyl ester). Reaction SMILES: [CH2:1]([O:3][C:4]([C:6]1[C:7]([OH:25])=[C:8]2[C:14]([Br:15])=[C:13]([Br:16])[N:12]([CH2:17][C:18]3[CH:23]=[CH:22][C:21](F)=[CH:20][CH:19]=3)[C:9]2=[CH:10][N:11]=1)=[O:5])[CH3:2].C(OC(C1C=CNC=1C)=O)C.[F:37]C1C=CC=CC=1CBr>>[CH2:1]([O:3][C:4]([C:6]1[C:7]([OH:25])=[C:8]2[C:14]([Br:15])=[C:13]([Br:16])[N:12]([CH2:17][C:18]3[CH:23]=[CH:22][CH:21]=[CH:20][C:19]=3[F:37])[C:9]2=[CH:10][N:11]=1)=[O:5])[CH3:2]. Reported procedure: Prepared similarly according to a reaction sequence in Example 117 steps (a), (b), (c) and (d) for the synthesis of 2,3-dibromo-1-(4-fluoro-benzyl)-4-hydroxy-1H-pyrrolo[2,3-c]pyridine-5-carboxylic acid ethyl ester starting from 2-methyl-1H-pyrrole-3-carboxylic acid ethyl ester, 2-fluorobenzyl bromide. The title compound, ESI MS (m/z): 471 (M+H)+. Starting materials: O=C1C=CC(=O)O1, CC(=O)O, Nc1ccc(O)cc1. Product: O=C1C=CC(=O)N1c1ccc(O)cc1. As a reaction SMILES: [C:9]1(=[O:15])[CH:10]=[CH:11][C:12](=[O:13])[O:14]1.[CH3:16][C:17](=[O:18])[OH:19].[NH2:1][c:2]1[cH:3][cH:4][c:5]([OH:6])[cH:7][cH:8]1>>[N:1]1([c:2]2[cH:3][cH:4][c:5]([OH:6])[cH:7][cH:8]2)[C:9](=[O:14])[CH:10]=[CH:11][C:12]1=[O:13]. Starting materials: CON=C(C(=O)NC1C(=O)N(S(=O)(=O)[O-])C1SC(C)=O)c1csc(NC(=O)CCl)n1, CSC(N)=S, [Na+], [Na], O. The product is CON=C(C(=O)NC1C(=O)N(S(=O)(=O)[O-])C1SC(C)=O)c1csc(NC(=O)CN)n1, [Na+]. As a reaction SMILES: [C:1]([CH3:2])(=[O:3])[S:4][CH:5]1[CH:6]([NH:14][C:15]([C:16](=[N:17][O:18][CH3:19])[c:20]2[n:21][c:22]([NH:25][C:26]([CH2:27][Cl:28])=[O:29])[s:23][cH:24]2)=[O:30])[C:7](=[O:13])[N:8]1[S:9](=[O:10])(=[O:11])[O-:12].[C:32]([NH2:33])(=[S:34])[S:35][CH3:36].[Na+:31].[Na:37].[OH2:38]>>[C:1]([CH3:2])(=[O:3])[S:4][CH:5]1[CH:6]([NH:14][C:15]([C:16](=[N:17][O:18][CH3:19])[c:20]2[n:21][c:22]([NH:25][C:26]([CH2:27][NH2:33])=[O:29])[s:23][cH:24]2)=[O:30])[C:7](=[O:13])[N:8]1[S:9](=[O:10])(=[O:11])[O-:12].[Na+:31]. The reactants are C(C)(C)(C)OC(NC=1N(C(C([C@@](N1)(C)C1=C(C=CC(=C1)N)F)(C)C)=O)C)=O ([(S)-4-(5-amino-2-fluoro-phenyl)-1,4,5,5-tetramethyl-6-oxo-1,4,5,6-tetrahydro-pyrimidin-2-yl]-carbamic acid tert-butyl ester), C(C)(C)(C)OC(NC=1N(C(C([C@@](N1)(C)C1=C(C=CC(=C1)N)F)(C)C)=O)C)=O ([(S)-4-(5-amino-2-fluoro-phenyl)-1,4,5,5-tetramethyl-6-oxo-1,4,5,6-tetrahydro-pyrimidin-2-yl]-carbamic acid tert-butyl ester), C(C(C)C)(=O)O (isobutyric acid). Procedure: The coupling of [(S)-4-(5-amino-2-fluoro-phenyl)-1,4,5,5-tetramethyl-6-oxo-1,4,5,6-tetrahydro-pyrimidin-2-yl]-carbamic acid tert-butyl ester (intermediate F) and isobutyric acid followed by deprotection of the intermediate yielded the title compound as a colorless oil. MS (ESI): m/z=349.3 [M+H]+. Reaction SMILES: C(OC(=O)[NH:7][C:8]1[N:9]([CH3:26])[C:10](=[O:25])[C:11]([CH3:24])([CH3:23])[C@:12]([C:15]2[CH:20]=[C:19]([NH2:21])[CH:18]=[CH:17][C:16]=2[F:22])([CH3:14])[N:13]=1)(C)(C)C.[C:28](O)(=[O:32])[CH:29]([CH3:31])[CH3:30]>>[NH2:7][C:8]1[N:9]([CH3:26])[C:10](=[O:25])[C:11]([CH3:23])([CH3:24])[C@:12]([C:15]2[CH:20]=[C:19]([NH:21][C:28](=[O:32])[CH:29]([CH3:31])[CH3:30])[CH:18]=[CH:17][C:16]=2[F:22])([CH3:14])[N:13]=1. Yields the product NC=1N(C(C([C@@](N1)(C)C=1C=C(C=CC1F)NC(C(C)C)=O)(C)C)=O)C (N-[3-((S)-2-Amino-1,4,5,5-tetramethyl-6-oxo-1,4,5,6-tetrahydro-pyrimidin-4-yl)-4-fluoro-phenyl]-isobutyramide). Reactants: COC(C1=CC(=CC=C1)COC1=CC=C(C=C1)I)=O (3-(4-iodo-phenoxymethyl)-benzoic acid methyl ester), COC(C1=CC(=CC=C1)COC1=CC=C(C=C1)I)=O (3-(4-iodo-phenoxymethyl)-benzoic acid methyl ester), CC1=NOC(=C1B(O)O)C (3,5-dimethylisoxazole-4-boronic acid). Yields the product CC1=NOC(=C1C1=CC=C(OCC=2C=C(C(=O)O)C=CC2)C=C1)C (3-[4-(3,5-Dimethyl-isoxazol-4-yl)-phenoxymethyl]-benzoic acid). As a reaction SMILES: C[O:2][C:3](=[O:19])[C:4]1[CH:9]=[CH:8][CH:7]=[C:6]([CH2:10][O:11][C:12]2[CH:17]=[CH:16][C:15](I)=[CH:14][CH:13]=2)[CH:5]=1.[CH3:20][C:21]1[C:25](B(O)O)=[C:24]([CH3:29])[O:23][N:22]=1>>[CH3:20][C:21]1[C:25]([C:15]2[CH:16]=[CH:17][C:12]([O:11][CH2:10][C:6]3[CH:5]=[C:4]([CH:9]=[CH:8][CH:7]=3)[C:3]([OH:2])=[O:19])=[CH:13][CH:14]=2)=[C:24]([CH3:29])[O:23][N:22]=1. Procedure details: 3-[4-(3,5-Dimethyl-isoxazol-4-yl)-phenoxymethyl]-benzoic acid was prepared using general procedure 1 from 3-(4-iodo-phenoxymethyl)-benzoic acid methyl ester (of Intermediate 1) and 3,5-dimethylisoxazole-4-boronic acid (ASDI Incorporated, Newark, Del.). Mass spectrum MH+=324. Starting materials: COc1cc2ncc(=O)n(CCN3CCC(NC(=O)OC(C)(C)C)CC3)c2cc1OC, ClCCl, NC1CCN(CCn2c(=O)cnc3ccc(F)cc32)CC1, O=C(O)C(F)(F)F. Yields the product COc1cc2ncc(=O)n(CCN3CCC(N)CC3)c2cc1OC. RXN SMILES: [CH3:1][O:2][c:3]1[cH:4][c:5]2[n:6][cH:7][c:8](=[O:31])[n:9]([CH2:15][CH2:16][N:17]3[CH2:18][CH2:19][CH:20]([NH:23][C:24](=[O:25])[O:26][C:27]([CH3:28])([CH3:29])[CH3:30])[CH2:21][CH2:22]3)[c:10]2[cH:11][c:12]1[O:13][CH3:14].[Cl:60][CH2:61][Cl:62].[NH2:39][CH:40]1[CH2:41][CH2:42][N:43]([CH2:44][CH2:45][n:46]2[c:47]3[c:48]([cH:49][cH:50][c:51]([F:52])[cH:53]3)[n:54][cH:55][c:56]2=[O:57])[CH2:58][CH2:59]1.[OH:32][C:33]([C:34]([F:35])([F:36])[F:37])=[O:38]>>[CH3:1][O:2][c:3]1[cH:4][c:5]2[n:6][cH:7][c:8](=[O:31])[n:9]([CH2:15][CH2:16][N:17]3[CH2:18][CH2:19][CH:20]([NH2:23])[CH2:21][CH2:22]3)[c:10]2[cH:11][c:12]1[O:13][CH3:14]. As a reaction SMILES: [F:1][C:2]1[CH:7]=[CH:6][C:5]([F:8])=[CH:4][C:3]=1[C@H:9]1[CH2:13][CH2:12][CH2:11][N:10]1[C:14]1[CH:19]=[CH:18][N:17]2[N:20]=[CH:21][C:22]([NH2:23])=[C:16]2[N:15]=1.C1N=CN([C:29]([N:31]2[CH:35]=N[CH:33]=[CH:32]2)=[O:30])C=1.N1CC[C@H:38]([OH:41])C1>C(Cl)Cl>[F:1][C:2]1[CH:7]=[CH:6][C:5]([F:8])=[CH:4][C:3]=1[C@H:9]1[CH2:13][CH2:12][CH2:11][N:10]1[C:14]1[CH:19]=[CH:18][N:17]2[N:20]=[CH:21][C:22]([NH:23][C:29]([N:31]3[CH2:32][CH2:33][C@H:38]([OH:41])[CH2:35]3)=[O:30])=[C:16]2[N:15]=1. Reported procedure: To a DCM (0.8 mL) solution of (R)-5-(2-(2,5-difluorophenyl)pyrrolidin-1-yl)pyrazolo[1,5-a]pyrimidin-3-amine (Preparation B; 30 mg, 0.095 mmol) was added CDI (31 mg, 0.19 mmol) at ambient temperature in one portion. After stirring two hours, (S)-pyrrolidin-3-ol (17 mg, 0.19 mmol) [purchased from Suven Life Sciences] was added in one portion. The reaction was stirred for 5 minutes before it was concentrated and directly purified by reverse-phase column chromatography, cluting with 0 to 50% acetoni... The product is FC1=C(C=C(C=C1)F)[C@@H]1N(CCC1)C1=NC=2N(C=C1)N=CC2NC(=O)N2C[C@H](CC2)O ((S)—N-(5-((R)-2-(2,5-difluorophenyl)pyrrolidin-1-yl)pyrazolo[1,5-a]pyrimidin-3-yl)-3-hydroxypyrrolidine-1-carboxamide). Yield: 73.7%. Run in C(Cl)Cl (DCM). Reaction conditions: time 2 hour. The reactants are FC1=C(C=C(C=C1)F)[C@@H]1N(CCC1)C1=NC=2N(C=C1)N=CC2N ((R)-5-(2-(2,5-difluorophenyl)pyrrolidin-1-yl)pyrazolo[1,5-a]pyrimidin-3-amine), C1=CN(C=N1)C(=O)N2C=CN=C2 (CDI), N1C[C@H](CC1)O ((S)-pyrrolidin-3-ol).